Dataset: the Open Reaction Database (ORD), a public repository of structured organic reaction records. Task: describe an organic reaction: reactants, conditions, products, and yield Starting materials: C(C1=CC=CC=C1)ONC(C(C1(C(N(CC1)CCC1=CC=CC=C1)=O)CC(C)C)CCN1C(C2=CC=CC=C2C1=O)=O)=O (N-benzyloxy-α-[2-(1,3-dihydro-1,3-dioxo-2H-isoindol-2-yl)ethyl]-3-(2-methylpropyl)-2-oxo-1-(2-phenylethyl)-3-pyrrolidineacetamide). The reagents and catalysts are [Pd] (Pd/C), [OH-].[OH-].[Pd+2] (Palladium hydroxide on carbon). Conditions: time 1.5 hour. The product is O=C1N(C(C2=CC=CC=C12)=O)CCC(C(=O)NO)C1(C(N(CC1)CCC1=CC=CC=C1)=O)CC(C)C (α-[2-(1,3-Dihydro-1,3-dioxo-2H-isoindol-2-yl)ethyl]-N-hydroxy-3-(2-methylpropyl)-2-oxo-1-(2-phenylethyl)-3-pyrrolidineacetamide). Yield: 79.3%. Reaction SMILES: C([O:8][NH:9][C:10](=[O:43])[CH:11]([CH2:30][CH2:31][N:32]1[C:40](=[O:41])[C:39]2[C:34](=[CH:35][CH:36]=[CH:37][CH:38]=2)[C:33]1=[O:42])[C:12]1([CH2:26][CH:27]([CH3:29])[CH3:28])[CH2:16][CH2:15][N:14]([CH2:17][CH2:18][C:19]2[CH:24]=[CH:23][CH:22]=[CH:21][CH:20]=2)[C:13]1=[O:25])C1C=CC=CC=1>[Pd].[OH-].[OH-].[Pd+2]>[O:41]=[C:40]1[C:39]2[C:34](=[CH:35][CH:36]=[CH:37][CH:38]=2)[C:33](=[O:42])[N:32]1[CH2:31][CH2:30][CH:11]([C:12]1([CH2:26][CH:27]([CH3:29])[CH3:28])[CH2:16][CH2:15][N:14]([CH2:17][CH2:18][C:19]2[CH:20]=[CH:21][CH:22]=[CH:23][CH:24]=2)[C:13]1=[O:25])[C:10]([NH:9][OH:8])=[O:43] |f:2.3.4|. Reported procedure: A mixture of N-benzyloxy-α-[2-(1,3-dihydro-1,3-dioxo-2H-isoindol-2-yl)ethyl]-3-(2-methylpropyl)-2-oxo-1-(2-phenylethyl)-3-pyrrolidineacetamide (58 mg, 0.10 mmol) and 5% Pd/C (20 mg) is stirred for 1.5 hours at room temperature under an atmosphere of hydrogen. Palladium hydroxide on carbon (10 mg) is added and the mixture is stirred under hydrogen at room temperature for 6 hours. The mixture is filtered and the filtrate is concentrated. Purification by column chromatography (5% MeOH/EtOAc) gives ... Starting materials: CC(C)(C)O, CCO, Cc1c(OCC(F)(F)F)ccnc1CSc1nc2ccccc2[nH]1, ClCCl, [Na+], [Na+], O, OO, O=S([O-])([O-])=S. Product: Cc1c(OCC(F)(F)F)ccnc1CS(=O)c1nc2ccccc2[nH]1. Reaction SMILES: [C:41]([OH:42])([CH3:43])([CH3:44])[CH3:45].[CH2:35]([OH:36])[CH3:37].[CH3:1][c:2]1[c:3]([CH2:14][S:15][c:16]2[nH:17][c:18]3[c:19]([n:20]2)[cH:21][cH:22][cH:23][cH:24]3)[n:4][cH:5][cH:6][c:7]1[O:8][CH2:9][C:10]([F:11])([F:12])[F:13].[Cl:38][CH2:39][Cl:40].[Na+:32].[Na+:33].[OH2:34].[OH:25][OH:26].[S:27]([O-:28])(=[O:29])([O-:30])=[S:31]>>[CH3:1][c:2]1[c:3]([CH2:14][S:15]([c:16]2[n:17][c:18]3[c:19]([nH:20]2)[cH:21][cH:22][cH:23][cH:24]3)=[O:29])[n:4][cH:5][cH:6][c:7]1[O:8][CH2:9][C:10]([F:11])([F:12])[F:13].